From a dataset of the Open Reaction Database (ORD), a public repository of structured organic reaction records. describe an organic reaction: reactants, conditions, products, and yield Starting materials: COCCl, [H-], [Na+], [Na+], O=C([O-])O, CN(C)C=O, CCOC(=O)c1ccc(CO)nc1. Yields the product CCOC(=O)c1ccc(COCOC)nc1. RXN SMILES: [CH3:16][O:17][CH2:18][Cl:19].[H-:14].[Na+:15].[Na+:24].[O-:20][C:21]([OH:22])=[O:23].[O:25]=[CH:26][N:27]([CH3:28])[CH3:29].[OH:1][CH2:2][c:3]1[n:4][cH:5][c:6]([C:7](=[O:8])[O:9][CH2:10][CH3:11])[cH:12][cH:13]1>>[O:1]([CH2:2][c:3]1[n:4][cH:5][c:6]([C:7](=[O:8])[O:9][CH2:10][CH3:11])[cH:12][cH:13]1)[CH2:18][O:17][CH3:16].